From a dataset of the Open Reaction Database (ORD), a public repository of structured organic reaction records. describe an organic reaction: reactants, conditions, products, and yield Starting materials: [Na+], O=C([O-])O, O, CCOC(=O)CC(C)(O)c1ccc(C2CCCCCCC2)cc1, Cc1ccc(S(=O)(=O)O)cc1, c1ccccc1. As a reaction SMILES: [Na+:45].[O-:41][C:42]([OH:43])=[O:44].[OH2:46].[OH:1][C:2]([CH2:3][C:4](=[O:5])[O:6][CH2:7][CH3:8])([CH3:9])[c:10]1[cH:11][cH:12][c:13]([CH:16]2[CH2:17][CH2:18][CH2:19][CH2:20][CH2:21][CH2:22][CH2:23]2)[cH:14][cH:15]1.[c:24]1([CH3:25])[cH:26][cH:27][c:28]([S:29]([OH:30])(=[O:31])=[O:32])[cH:33][cH:34]1.[cH:35]1[cH:36][cH:37][cH:38][cH:39][cH:40]1>>[C:2](=[CH:3][C:4](=[O:5])[O:6][CH2:7][CH3:8])([CH3:9])[c:10]1[cH:11][cH:12][c:13]([CH:16]2[CH2:17][CH2:18][CH2:19][CH2:20][CH2:21][CH2:22][CH2:23]2)[cH:14][cH:15]1. Yields the product CCOC(=O)C=C(C)c1ccc(C2CCCCCCC2)cc1.